describe an organic reaction: reactants, conditions, products, and yield From a dataset of the Open Reaction Database (ORD), a public repository of structured organic reaction records. Reactants: S(O)(O)(=O)=O (sulfuric acid), C(OC)(OC)OC (trimethyl orthoformate), C(C1=CC(O)=C(O)C(O)=C1)(=O)O (gallic acid). The solvent is CO (methanol). Yields the product C(C1=CC(O)=C(O)C(O)=C1)(=O)OC (methyl gallate). Yield: 95.2%. Reaction SMILES: [C:1]([OH:12])(=[O:11])[C:2]1[CH:10]=[C:8]([OH:9])[C:6]([OH:7])=[C:4]([OH:5])[CH:3]=1.S(=O)(=O)(O)O.[CH:18](OC)(OC)OC>CO>[C:1]([O:12][CH3:18])(=[O:11])[C:2]1[CH:10]=[C:8]([OH:9])[C:6]([OH:7])=[C:4]([OH:5])[CH:3]=1. Procedure: To a solution in which gallic acid (5.0 g, 29.39 mmol) was dissolved in methanol (25 mL), concentrated sulfuric acid (0.5 mL) and trimethyl orthoformate (3.21 mL, 88.17 mmol) were added consecutively at room temperature. The reaction mixture was heated under reflux for 10 hours, cooled to room temperature, and methanol was removed by vacuum distillation. To the residue obtained as above, distilled water (10 mL) was added, and the precipitated solid was filtered to give methyl gallate (5.15 g, 95... The reactants are C(C)(=O)C1(CC(=C(C(=O)CC(=O)NC2=CC=CC=C2)C=C1)F)F (4-acetyl-2-(2,4-difluorobenzoyl)acetanilide), Cl (hydrochloric acid). Run in C(C)O (ethanol). Yields the product C(C)(=O)C=1C=CC(=C(C(=O)C2=C(C=C(C=C2)F)F)C1)N (5-acetyl-2-amino-2',4'-difluorobenzophenone). Yield: 198.9%. Reaction SMILES: C([C:4]1([F:23])[CH:21]=[CH:20][C:7]([C:8]([CH2:10][C:11]([NH:13]C2C=CC=CC=2)=O)=[O:9])=[C:6]([F:22])[CH2:5]1)(=O)C.Cl>C(O)C>[C:8]([C:7]1[CH:6]=[CH:5][C:11]([NH2:13])=[C:10]([CH:20]=1)[C:8]([C:7]1[CH:20]=[CH:21][C:4]([F:23])=[CH:5][C:6]=1[F:22])=[O:9])(=[O:9])[CH3:10]. Procedure details: A mixture of 4-acetyl-2-(2,4-difluorobenzoyl)acetanilide (4.2 g) and concentrated hydrochloric acid (10 ml) in ethanol (30 ml) was refluxed for 5 hours. The mixture was concentrated and the residue was dissolved in ethyl acetate (100 ml). The solution obtained was washed with an aqueous solution of sodium bicarbonate, dried and evaporated to give crystals of 5-acetyl-2-amino-2',4'-difluorobenzophenone (3.6 g). Reactants: ClC1=CC=C(C=2SC3=CC(=CC=C3C(C12)=O)OC)[N+](=O)[O-] (1-chloro-6-methoxy-4-nitrothioxanthone), C(C)N(CCN)CC (N,N-diethylethylenediamine). Yields the product CN(CCNC1=CC=C(C=2SC3=CC(=CC=C3C(C12)=O)OC)[N+](=O)[O-])C (1-[[2-(Dimethylamino)ethyl]amino]-6-methoxy-4-nitro-9H-thioxanthen-9-one). RXN SMILES: Cl[C:2]1[C:15]2[C:14](=[O:16])[C:13]3[C:8](=[CH:9][C:10]([O:17][CH3:18])=[CH:11][CH:12]=3)[S:7][C:6]=2[C:5]([N+:19]([O-:21])=[O:20])=[CH:4][CH:3]=1.[CH2:22]([N:24]([CH2:28]C)[CH2:25][CH2:26][NH2:27])C>>[CH3:22][N:24]([CH3:28])[CH2:25][CH2:26][NH:27][C:2]1[C:15]2[C:14](=[O:16])[C:13]3[C:8](=[CH:9][C:10]([O:17][CH3:18])=[CH:11][CH:12]=3)[S:7][C:6]=2[C:5]([N+:19]([O-:21])=[O:20])=[CH:4][CH:3]=1. Procedure details: 1-[[2-(Dimethylamino)ethyl]amino]-6-methoxy-4-nitro-9H-thioxanthen-9-one was prepared similarly from 0.99 g of 1-chloro-6-methoxy-4-nitrothioxanthone and 0.67 g of N,N-diethylethylenediamine affording 0.98 g, mp 144°-145°. The reactants are ClC=1N=C(C=2N=CN([C@H]3[C@H](O[Si](C(C)C)(C(C)C)C(C)C)[C@H](O[Si](C(C)C)(C(C)C)C(C)C)[C@@H](CO[Si](C(C)C)(C(C)C)C(C)C)O3)C2N1)N (2-Chloro-2′,3′,5′-tri-O-(triisopropylsilyl)adenosine), ClC1=CC=C(C=C1)CCO (2-(4-chlorophenyl)ethyl alcohol). Reaction conditions: temperature 50 celsius, time 48 hour. The product is ClC1=CC=C(C=C1)CCOC=1N=C(C=2N=CN([C@H]3[C@H](O[Si](C(C)C)(C(C)C)C(C)C)[C@H](O[Si](C(C)C)(C(C)C)C(C)C)[C@@H](CO[Si](C(C)C)(C(C)C)C(C)C)O3)C2N1)N (2-[2-(4-chlorophenyl)ethoxy]-2′,3′,5′-tri-O-(triisopropylsilyl)-adenosine). As a reaction SMILES: Cl[C:2]1[N:3]=[C:4]([NH2:50])[C:5]2[N:6]=[CH:7][N:8]([C:48]=2[N:49]=1)[C@@H:9]1[O:47][C@H:34]([CH2:35][O:36][Si:37]([CH:44]([CH3:46])[CH3:45])([CH:41]([CH3:43])[CH3:42])[CH:38]([CH3:40])[CH3:39])[C@@H:22]([O:23][Si:24]([CH:31]([CH3:33])[CH3:32])([CH:28]([CH3:30])[CH3:29])[CH:25]([CH3:27])[CH3:26])[C@H:10]1[O:11][Si:12]([CH:19]([CH3:21])[CH3:20])([CH:16]([CH3:18])[CH3:17])[CH:13]([CH3:15])[CH3:14].[Cl:51][C:52]1[CH:57]=[CH:56][C:55]([CH2:58][CH2:59][OH:60])=[CH:54][CH:53]=1>>[Cl:51][C:52]1[CH:57]=[CH:56][C:55]([CH2:58][CH2:59][O:60][C:2]2[N:3]=[C:4]([NH2:50])[C:5]3[N:6]=[CH:7][N:8]([C:48]=3[N:49]=2)[C@@H:9]2[O:47][C@H:34]([CH2:35][O:36][Si:37]([CH:38]([CH3:40])[CH3:39])([CH:41]([CH3:43])[CH3:42])[CH:44]([CH3:46])[CH3:45])[C@@H:22]([O:23][Si:24]([CH:31]([CH3:32])[CH3:33])([CH:28]([CH3:29])[CH3:30])[CH:25]([CH3:26])[CH3:27])[C@H:10]2[O:11][Si:12]([CH:19]([CH3:20])[CH3:21])([CH:16]([CH3:18])[CH3:17])[CH:13]([CH3:14])[CH3:15])=[CH:54][CH:53]=1. Reported procedure: A mixture of 2-chloro-2′,3′,5′-tris-O-(triisopropylsilyl)adenosine (Example 6, 5.0 g) and 15 ml of 2-(4-chlorophenyl)ethyl alcohol was purged with nitrogen and heated to 50° C. Sodium hydride (1.56 g, 60% dispersion in mineral oil) was added at a rate so as to control gas evolution. After 48 hours of heating LC and LC/MS analysis showed a mixture of products with one and two protecting groups respectively (2 isomers). The reaction mixture was allowed to cool to room temperature and carefully que... Reactants: CN(c1ncccc1NCC1CC1)C1CCN(C(=O)OC(C)(C)C)CC1, Cl, C1COCCO1. Product: CN(c1ncccc1NCC1CC1)C1CCNCC1. As a reaction SMILES: [C:1]([O:2][C:3](=[O:4])[N:8]1[CH2:9][CH2:10][CH:11]([N:14]([c:15]2[n:16][cH:17][cH:18][cH:19][c:20]2[NH:21][CH2:22][CH:23]2[CH2:24][CH2:25]2)[CH3:26])[CH2:12][CH2:13]1)([CH3:5])([CH3:6])[CH3:7].[ClH:27].[O:28]1[CH2:29][CH2:30][O:31][CH2:32][CH2:33]1>>[NH:8]1[CH2:9][CH2:10][CH:11]([N:14]([c:15]2[n:16][cH:17][cH:18][cH:19][c:20]2[NH:21][CH2:22][CH:23]2[CH2:24][CH2:25]2)[CH3:26])[CH2:12][CH2:13]1. Reactants: CCOC=1C=CC(=CC1)N (p-Phenetidine), C(C)OC=C(C(=O)OCC)C(=O)OCC (diethyl ethoxymethylenemalonate), C(C)O (Ethanol). The solvent is CCCCCC (hexane). Yields the product C(C)OC(C(C(=O)OCC)=CNC1=CC=C(C=C1)OCC)=O (2-(4-Ethoxy-anilinomethylene)-propanedioic acid diethyl ester). Reaction SMILES: [CH3:1][CH2:2][O:3][C:4]1[CH:5]=[CH:6][C:7]([NH2:10])=[CH:8][CH:9]=1.C(O[CH:14]=[C:15]([C:21]([O:23][CH2:24][CH3:25])=[O:22])[C:16]([O:18][CH2:19][CH3:20])=[O:17])C.C(O)C>CCCCCC>[CH2:19]([O:18][C:16](=[O:17])[C:15](=[CH:14][NH:10][C:7]1[CH:8]=[CH:9][C:4]([O:3][CH2:2][CH3:1])=[CH:5][CH:6]=1)[C:21]([O:23][CH2:24][CH3:25])=[O:22])[CH3:20]. Procedure: The preparation was the same as in example 1. But one equivalent of p-Phenetidine was used instead of p-Anisidine and one equivalent of diethyl ethoxymethylenemalonate was used instead of dimethyl methoxymethylenemalonate. Ethanol was replaced by hexane. 21 g of the title compound was obtained which is a white solid melting at 55-56° C., UV 329 nm (E=802). Starting materials: CC(=O)OB(OC(C)=O)OC(C)=O, COc1ccccc1N1CCNCC1, O=CCC(C(=O)C1CCCCC1)c1ccccc1, [H-], [Na+]. Yields the product COc1ccccc1N1CCN(CCC(C(=O)C2CCCCC2)c2ccccc2)CC1. Reaction SMILES: [C:34]([O:35][B:36]([O:37][C:38](=[O:39])[CH3:40])[O:41][C:42](=[O:43])[CH3:44])(=[O:45])[CH3:46].[CH3:19][O:20][c:21]1[c:22]([N:27]2[CH2:28][CH2:29][NH:30][CH2:31][CH2:32]2)[cH:23][cH:24][cH:25][cH:26]1.[CH:1]1([C:7](=[O:8])[CH:9]([CH2:10][CH:11]=[O:12])[c:13]2[cH:14][cH:15][cH:16][cH:17][cH:18]2)[CH2:2][CH2:3][CH2:4][CH2:5][CH2:6]1.[H-:33].[Na+:47]>>[CH:1]1([C:7](=[O:8])[CH:9]([CH2:10][CH2:11][N:30]2[CH2:29][CH2:28][N:27]([c:22]3[c:21]([O:20][CH3:19])[cH:26][cH:25][cH:24][cH:23]3)[CH2:32][CH2:31]2)[c:13]2[cH:14][cH:15][cH:16][cH:17][cH:18]2)[CH2:2][CH2:3][CH2:4][CH2:5][CH2:6]1. The reactants are NO (amino alcohol), C(C)(C)(C)OC(=O)N1CCC(CC1)COS(=O)(=O)C (4-methanesulfonyloxymethyl-piperidine-1-carboxylic acid tert-butyl ester), N[C@H](CCCC)CO ((R)-norleucinol). Yields the product C(C)(C)(C)OC(=O)N1CCC(CC1)COC[C@@H](CCCC)N (4-[(R)-2-Amino-2-(butyl)ethoxymethyl]piperidine-1-carboxylic acid tert-butyl ester). RXN SMILES: NO.[C:3]([O:7][C:8]([N:10]1[CH2:15][CH2:14][CH:13]([CH2:16][O:17]S(C)(=O)=O)[CH2:12][CH2:11]1)=[O:9])([CH3:6])([CH3:5])[CH3:4].[NH2:22][C@@H:23]([CH2:28]O)[CH2:24][CH2:25][CH2:26][CH3:27]>>[C:3]([O:7][C:8]([N:10]1[CH2:15][CH2:14][CH:13]([CH2:16][O:17][CH2:28][C@H:23]([NH2:22])[CH2:24][CH2:25][CH2:26][CH3:27])[CH2:12][CH2:11]1)=[O:9])([CH3:6])([CH3:5])[CH3:4]. Procedure details: Using amino alcohol alkylation method A, but adding 1.1 equivalents of 4-methanesulfonyloxymethyl-piperidine-1-carboxylic acid tert-butyl ester instead of 1 equivalent, (R)-norleucinol (400 mg, 3.4 mmol) afforded, after purification (SiO2: 7:3:1 hexane:EtOAc:isopropyl amine), 195 mg (18%) of the title compound.